Dataset: the Open Reaction Database (ORD), a public repository of structured organic reaction records. Task: describe an organic reaction: reactants, conditions, products, and yield Starting materials: C(C1=CC=CC=C1)OC1=C(C=C(CN2N=C(C(=C2)CCC(=O)OCC)OCC)C=C1)OC (ethyl 3-[1-(4-benzyloxy-3-methoxybenzyl)-3-ethoxy-1H-pyrazol-4-yl]propionate), C(C)O (ethanol). Reagents/catalysts: [C].[Pd] (palladium-carbon). Solvent: O1CCCC1 (tetrahydrofuran). Reaction conditions: time 1 hour. Yields the product C(C)OC1=NN(C=C1CCC(=O)OCC)CC1=CC(=C(C=C1)O)OC (ethyl 3-[3-ethoxy-1-(4-hydroxy-3-methoxybenzyl)-1H-pyrazol-4-yl]propionate). Isolated yield 87.9%. RXN SMILES: C([O:8][C:9]1[CH:30]=[CH:29][C:12]([CH2:13][N:14]2[CH:18]=[C:17]([CH2:19][CH2:20][C:21]([O:23][CH2:24][CH3:25])=[O:22])[C:16]([O:26][CH2:27][CH3:28])=[N:15]2)=[CH:11][C:10]=1[O:31][CH3:32])C1C=CC=CC=1.C(O)C>[C].[Pd].O1CCCC1>[CH2:27]([O:26][C:16]1[C:17]([CH2:19][CH2:20][C:21]([O:23][CH2:24][CH3:25])=[O:22])=[CH:18][N:14]([CH2:13][C:12]2[CH:29]=[CH:30][C:9]([OH:8])=[C:10]([O:31][CH3:32])[CH:11]=2)[N:15]=1)[CH3:28] |f:2.3|. Procedure: A mixture of ethyl 3-[1-(4-benzyloxy-3-methoxybenzyl)-3-ethoxy-1H-pyrazol-4-yl]propionate (2.92 g), 5% palladium-carbon (6.00 g), ethanol (20 ml), and tetrahydrofuran (20 ml) was stirred at room temperature for one hour under a hydrogen atmosphere. After removal of the catalyst by filtration, the filtrate was concentrated. The residue was subjected to silica gel column chromatography, and ethyl 3-[3-ethoxy-1-(4-hydroxy-3-methoxybenzyl)-1H-pyrazol-4-yl]propionate (2.04 g, yield: 89%) was obtained... Starting materials: NC(=S)N (thiourea), C(C)OC(=O)C1=NC=CN=C1CBr (3-bromomethyl-pyrazine-2-carboxylic acid ethyl ester). Run in O1CCCC1 (tetrahydrofuran), O1CCCC1 (tetrahydrofuran). Reaction conditions: temperature 120 celsius. Yields the product Br.C(C)OC(=O)C1=NC=CN=C1CSC(N)=N (3-carbamimidoylsulfanylmethyl-pyrazine-2-carboxylic acid ethyl ester hydrobromide). Isolated yield 84.1%. RXN SMILES: [NH2:1][C:2]([NH2:4])=[S:3].[CH2:5]([O:7][C:8]([C:10]1[C:15]([CH2:16][Br:17])=[N:14][CH:13]=[CH:12][N:11]=1)=[O:9])[CH3:6]>O1CCCC1>[BrH:17].[CH2:5]([O:7][C:8]([C:10]1[C:15]([CH2:16][S:3][C:2](=[NH:4])[NH2:1])=[N:14][CH:13]=[CH:12][N:11]=1)=[O:9])[CH3:6] |f:3.4|. Procedure details: A suspension of thiourea (620 mg) and 3-bromomethyl-pyrazine-2-carboxylic acid ethyl ester (2 g) in tetrahydrofuran was heated in the microwave at 120° C. for 5 minutes. The product formed an oil so the tetrahydrofuran was simply decanted to leave 3-carbamimidoylsulfanylmethyl-pyrazine-2-carboxylic acid ethyl ester hydrobromide (2.2 g) as an oil. MH+=241, RT=0.26 min (Method A). Reactants: O1CCOC12CCN(CC2)C=2N=C(C1=C(N2)C(=NC=N1)N(C)CC1=CC=CC=C1)N1CCOCC1 (2-(8-aza-1,4-dioxaspiro[4,5]decan-8-yl)-8-(N-benzyl-N-methyl-amino) -4-morpholino-pyrimido [5,4-d]pyrimidine), ClC=1N=C(C2=C(N1)C(=NC=N2)N(C)CC2=CC=CC=C2)N2CCOCC2 (2-chloro-8-(N-benzyl-N-methyl-amino)-4-morpholino-pyrimido[5,4-d]pyrimidine). Yields the product O1CCOC12CCNCC2 (8-aza-1,4-dioxaspiro-[4,5]decane). The yield is 58.0%. RXN SMILES: [O:1]1[C:5]2([CH2:10][CH2:9][N:8](C3N=C(N4CCOCC4)C4N=CN=C(N(CC5C=CC=CC=5)C)C=4N=3)[CH2:7][CH2:6]2)[O:4][CH2:3][CH2:2]1.ClC1N=C(N2CCOCC2)C2N=CN=C(N(CC3C=CC=CC=3)C)C=2N=1>>[O:1]1[C:5]2([CH2:10][CH2:9][NH:8][CH2:7][CH2:6]2)[O:4][CH2:3][CH2:2]1. Reported procedure: 2-(8-aza-1,4-dioxaspiro[4,5]decan-8-yl)-8-(N-benzyl-N-methyl-amino) -4-morpholino-pyrimido [5,4-d]pyrimidine From 2-chloro-8-(N-benzyl-N-methyl-amino)-4-morpholino-pyrimido[5,4-d]pyrimidine and 8-aza-1,4-dioxaspiro-[4,5]decane Yield: 58% of theory, Melting point: 143° C. C25H31N7O3 (477.58) The reactants are Cl (hydrochloric acid), ClC1=C(C=CC=C1)C1CC(C=2C(=NC=NC2C1)C)=O (7-(2-chlorophenyl)-4-methyl-5,6,7,8-tetrahydroquinazolin-5-one), C(=N)(N)NN.Cl (aminoguanidine hydrochloride). The solvent is C(C)O (ethanol). Run at temperature 90 celsius, time 3 hour. Product: Cl.ClC1=C(C=CC=C1)C1C\C(\C=2C(=NC=NC2C1)C)=N/NC(=N)N ((E)-7-(2-chlorophenyl)-5-guanidinoimino-4-methyl-5,6,7,8-tetrahydroquinazoline hydrochloride). Yield: 141.9%. Reaction SMILES: [Cl:1][C:2]1[CH:7]=[CH:6][CH:5]=[CH:4][C:3]=1[CH:8]1[CH2:17][C:16]2[N:15]=[CH:14][N:13]=[C:12]([CH3:18])[C:11]=2[C:10](=O)[CH2:9]1.[C:20]([NH:23][NH2:24])([NH2:22])=[NH:21].Cl.Cl>C(O)C>[ClH:1].[Cl:1][C:2]1[CH:7]=[CH:6][CH:5]=[CH:4][C:3]=1[CH:8]1[CH2:17][C:16]2[N:15]=[CH:14][N:13]=[C:12]([CH3:18])[C:11]=2/[C:10](=[N:24]/[NH:23][C:20]([NH2:22])=[NH:21])/[CH2:9]1 |f:1.2,5.6|. Procedure details: To a mixture of 7-(2-chlorophenyl)-4-methyl-5,6,7,8-tetrahydroquinazolin-5-one (40 mg) and aminoguanidine hydrochloride (16 mg) were added ethanol (3 ml) and 6N hydrochloric acid (0.025 ml), and the mixture was stirred at 90° C. for 3 hours and cooled. The reaction solution was concentrated under reduced pressure, and the residue was washed with ethanol, ethyl acetate and isopropylether, and dried to give (E)-7-(2-chlorophenyl)-5-guanidinoimino-4-methyl-5,6,7,8-tetrahydroquinazoline hydrochlorid... Starting materials: [Al+3], C1CCOC1, CN1CCOCC1C(=O)N1CCN(c2cccc(-c3nc4ccccc4n3C)c2)CC1, [H-], [H-], [H-], [H-], [Li+]. The product is CN1CCOCC1CN1CCN(c2cccc(-c3nc4ccccc4n3C)c2)CC1. Reaction SMILES: [Al+3:33].[CH2:38]1[O:39][CH2:40][CH2:41][CH2:42]1.[CH3:1][n:2]1[c:3](-[c:11]2[cH:12][c:13]([N:17]3[CH2:18][CH2:19][N:20]([C:23](=[O:24])[CH:25]4[CH2:26][O:27][CH2:28][CH2:29][N:30]4[CH3:31])[CH2:21][CH2:22]3)[cH:14][cH:15][cH:16]2)[n:4][c:5]2[c:6]1[cH:7][cH:8][cH:9][cH:10]2.[H-:32].[H-:35].[H-:36].[H-:37].[Li+:34]>>[CH3:1][n:2]1[c:3](-[c:11]2[cH:12][c:13]([N:17]3[CH2:18][CH2:19][N:20]([CH2:23][CH:25]4[CH2:26][O:27][CH2:28][CH2:29][N:30]4[CH3:31])[CH2:21][CH2:22]3)[cH:14][cH:15][cH:16]2)[n:4][c:5]2[c:6]1[cH:7][cH:8][cH:9][cH:10]2. Reaction conditions: temperature 0 celsius, time 2 hour. Reaction SMILES: [CH2:1]([O:8][C:9]([N:11]1[CH2:15][CH2:14][CH2:13][CH:12]1[C:16]([OH:18])=O)=[O:10])[C:2]1[CH:7]=[CH:6][CH:5]=[CH:4][CH:3]=1.C[N:20]1CCOCC1.ClC(OCC)=O>C(Cl)Cl.O>[CH2:1]([O:8][C:9]([N:11]1[CH2:15][CH2:14][CH2:13][CH:12]1[C:16](=[O:18])[NH2:20])=[O:10])[C:2]1[CH:7]=[CH:6][CH:5]=[CH:4][CH:3]=1. Solvent: C(Cl)Cl (DCM), C(Cl)Cl (DCM), O (H2O). Procedure: Pyrrolidine-1,2-dicarboxylic acid 1-benzyl ester (30.0 g, 121 mmol) was dissolved in DCM (180 mL). The solution was cooled to 0° C. and N-methyl-morpholine (12.8 g, 127 mmol) was added over a period of 10 mins. The solution was then cooled to −15° C. and the ethyl chloroformate (13.7 g, 126 mmol) in DCM (30 mL) was added dropwise. The solution was then stirred for 2 hours at −25° C. Next, the solution was placed under NH3 (g) while maintaining the temperature below −20° C. The reaction mixture w... The reactants are ClC(=O)OCC (ethyl chloroformate), CN1CCOCC1 (N-methyl-morpholine), C(C1=CC=CC=C1)OC(=O)N1C(CCC1)C(=O)O (Pyrrolidine-1,2-dicarboxylic acid 1-benzyl ester). Isolated yield 92.5%. Yields the product C(C1=CC=CC=C1)OC(=O)N1C(CCC1)C(N)=O (2-carbamoyl-pyrrolidine-1-carboxylic acid benzyl ester). Starting materials: Cc1cn(-c2cccc(C(=O)CC(=O)Nc3cc(-c4ccc(F)cc4)ccc3NC(=O)OC(C)(C)C)c2)cn1, ClCCl, O=C(O)C(F)(F)F. The product is Cc1cn(-c2cccc(C3=Nc4ccc(-c5ccc(F)cc5)cc4NC(=O)C3)c2)cn1. Reaction SMILES: [C:1]([O:2][C:3](=[O:4])[NH:7][c:8]1[c:9]([NH:21][C:22]([CH2:23][C:24](=[O:5])[c:26]2[cH:27][c:28](-[n:32]3[cH:33][n:34][c:35]([CH3:37])[cH:36]3)[cH:29][cH:30][cH:31]2)=[O:38])[cH:10][c:11](-[c:14]2[cH:15][cH:16][c:17]([F:20])[cH:18][cH:19]2)[cH:12][cH:13]1)([CH3:6])([CH3:25])[CH3:39].[Cl:47][CH2:48][Cl:49].[F:40][C:41]([F:42])([F:43])[C:44]([OH:45])=[O:46]>>[N:7]1=[C:24]([c:26]2[cH:27][c:28](-[n:32]3[cH:33][n:34][c:35]([CH3:37])[cH:36]3)[cH:29][cH:30][cH:31]2)[CH2:23][C:22](=[O:38])[NH:21][c:9]2[c:8]1[cH:13][cH:12][c:11](-[c:14]1[cH:15][cH:16][c:17]([F:20])[cH:18][cH:19]1)[cH:10]2. Reactants: CN(/C=C/C(=O)C1=CC2=C(C=3N(CCO2)C=C(N3)C3=NC(=NN3C(C)C)C)C=C1)C ((E)-3-(dimethylamino)-1-(2-(1-isopropyl-3-methyl-1H-1,2,4-triazol-5-yl)-5,6-dihydrobenzo[f]imidazo[1,2-d][1,4]oxazepin-9-yl)prop-2-en-1-one), FC(C(=O)O)(F)F.C(C1=CC=CC=C1)N1CC(CCC1)NN (1-benzyl-3-hydrazinylpiperidine trifluoroacetic acid salt), C(C)(C)N(C(C)C)CC (N,N-Diisopropylethylamine), C(C)O (Ethanol). Reaction conditions: time 8 hour. Yields the product C(C1=CC=CC=C1)N1CC(CCC1)N1N=CC=C1C1=CC2=C(C=3N(CCO2)C=C(N3)C3=NC(=NN3C(C)C)C)C=C1 (9-(1-(1-benzylpiperidin-3-yl)-1H-pyrazol-5-yl)-2-(1-isopropyl-3-methyl-1H-1,2,4-triazol-5-yl)-5,6-dihydrobenzo[f]imidazo[1,2-d][1,4]oxazepine). Reaction SMILES: CN(C)/[CH:3]=[CH:4]/[C:5]([C:7]1[CH:29]=[CH:28][C:10]2[C:11]3[N:12]([CH:16]=[C:17]([C:19]4[N:23]([CH:24]([CH3:26])[CH3:25])[N:22]=[C:21]([CH3:27])[N:20]=4)[N:18]=3)[CH2:13][CH2:14][O:15][C:9]=2[CH:8]=1)=O.FC(F)(F)C(O)=O.[CH2:38]([N:45]1[CH2:50][CH2:49][CH2:48][CH:47]([NH:51][NH2:52])[CH2:46]1)[C:39]1[CH:44]=[CH:43][CH:42]=[CH:41][CH:40]=1.C(N(CC)C(C)C)(C)C.C(O)C>>[CH2:38]([N:45]1[CH2:50][CH2:49][CH2:48][CH:47]([N:51]2[C:5]([C:7]3[CH:29]=[CH:28][C:10]4[C:11]5[N:12]([CH:16]=[C:17]([C:19]6[N:23]([CH:24]([CH3:25])[CH3:26])[N:22]=[C:21]([CH3:27])[N:20]=6)[N:18]=5)[CH2:13][CH2:14][O:15][C:9]=4[CH:8]=3)=[CH:4][CH:3]=[N:52]2)[CH2:46]1)[C:39]1[CH:40]=[CH:41][CH:42]=[CH:43][CH:44]=1 |f:1.2|. Procedure details: (E)-3-(dimethylamino)-1-(2-(1-isopropyl-3-methyl-1H-1,2,4-triazol-5-yl)-5,6-dihydrobenzo[f]imidazo[1,2-d][1,4]oxazepin-9-yl)prop-2-en-1-one (0.366 g, 0.000901 mol), 1-benzyl-3-hydrazinylpiperidine trifluoroacetic acid salt (0.376 g, 0.00135 mol), and N,N-Diisopropylethylamine (0.392 mL, 0.00225 mol) was mixed in Ethanol (9 mL, 0.2 mol). The reaction mixture was heated to reflux and was stirred overnight. LCMS showed complete conversion to desired product. The reaction mixture was cooled to room ...